From a dataset of the Open Reaction Database (ORD), a public repository of structured organic reaction records. describe an organic reaction: reactants, conditions, products, and yield Starting materials: Cl (HCl), C(=O)(OCC)C=1C=C2N(C(=NC=3C=CC=CC23)C)C1 (2-Carbethoxy-5-methylpyrrolo[1,2-c]quinazoline), [BH3-]C#N.[Na+] (NaBH3CN). Solvent: CCO (EtOH), CO (MeOH). Run at time 5 minute. Product: C(=O)(OCC)C=1C=C2N(C(NC=3C=CC=CC23)C)C1 (2-Carbethoxy-5-methyl-5,6-dihydropyrrolo[1,2-c]quinazoline). RXN SMILES: [C:1]([C:6]1[CH:7]=[C:8]2[C:17]3[CH:16]=[CH:15][CH:14]=[CH:13][C:12]=3[N:11]=[C:10]([CH3:18])[N:9]2[CH:19]=1)([O:3][CH2:4][CH3:5])=[O:2].Cl.[BH3-]C#N.[Na+]>CCO.CO>[C:1]([C:6]1[CH:7]=[C:8]2[C:17]3[CH:16]=[CH:15][CH:14]=[CH:13][C:12]=3[NH:11][CH:10]([CH3:18])[N:9]2[CH:19]=1)([O:3][CH2:4][CH3:5])=[O:2] |f:2.3|. Procedure: The product of Example XXXVI (14.0 g, 0.0436 m) was dissolved in EtOH (1.5 lit) and the pH was adjusted to 4 with methanolic HCl. A solution of NaBH3CN (18.0 g, 0.272 m) in MeOH (300 ml) was added. The pH was readjusted to 4 at 5 min intervals for 20 min. After this time, the pH remained at 4. The reaction mixture was stirred at ambient temperature for 2 hr. The solvent was removed and the residue slurried in H2O (250 ml) and treated with 1N NaOH until basic. The mixture was extracted with CH2Cl... Reactants: N(=NC(=O)OC(C)C)C(=O)OC(C)C (Diisopropyl azodicarboxylate), ClC1=NC(=C2C(=N1)NN=C2)N2CC1CCC(C2)O1 (3-(6-chloro-1H-pyrazolo[3,4-d]pyrimidin-4-yl)-8-oxa-3-azabicyclo[3.2.1]octane), COCC(COC)O (1,3-dimethoxypropan-2-ol), C1(=CC=CC=C1)P(C1=CC=CC=C1)C1=CC=CC=C1 (triphenylphosphine). Solvent: O1CCCC1 (tetrahydrofuran). Yields the product ClC1=NC(=C2C(=N1)N(N=C2)C(COC)COC)N2CC1CCC(C2)O1 (3-(6-chloro-1-(1,3-dimethoxypropan-2-yl)-1H-pyrazolo[3,4-d]pyrimidin-4-yl)-8-oxa-3-azabicyclo[3.2.1]octane). Isolated yield 126.0%. Reaction SMILES: N(C(OC(C)C)=O)=NC(OC(C)C)=O.[Cl:15][C:16]1[N:21]=[C:20]2[NH:22][N:23]=[CH:24][C:19]2=[C:18]([N:25]2[CH2:31][CH:30]3[O:32][CH:27]([CH2:28][CH2:29]3)[CH2:26]2)[N:17]=1.[CH3:33][O:34][CH2:35][CH:36](O)[CH2:37][O:38][CH3:39].C1(P(C2C=CC=CC=2)C2C=CC=CC=2)C=CC=CC=1>O1CCCC1>[Cl:15][C:16]1[N:21]=[C:20]2[N:22]([CH:36]([CH2:37][O:38][CH3:39])[CH2:35][O:34][CH3:33])[N:23]=[CH:24][C:19]2=[C:18]([N:25]2[CH2:31][CH:30]3[O:32][CH:27]([CH2:28][CH2:29]3)[CH2:26]2)[N:17]=1. Procedure details: Diisopropyl azodicarboxylate (1.1 mL, 5.4 mmol) was added in drops to a suspension of 3-(6-chloro-1H-pyrazolo[3,4-d]pyrimidin-4-yl)-8-oxa-3-azabicyclo[3.2.1]octane (1.1 g, 4.1 mmol), 1,3-dimethoxypropan-2-ol (0.65 g, 5.4 mmol), and triphenylphosphine (1.4 g, 5.4 mmol) in tetrahydrofuran (33 mL). When this Mitsunobu reaction was deemed to be complete by LC/MS analysis, the mixture was adsorbed onto flash silica gel and purified by automated flash chromatography (methanol/chloroform) to provide 3-... Starting materials: CC1(OC2=C(CO1)C=C(C=C2)C(CN(C(=O)OCC2=CC=CC=C2)CCCCCCOCCCCC2=CC=CC=C2)O)C (N-[2-(2,2-dimethyl-4H-benzo[1,3]-dioxin-6-yl)-2-hydroxyethyl]-N-benzyloxycarbonyl-6-(4-phenylbutoxy)hexylamine). The reagents and catalysts are [Pd] (Pd/C). Run in CO (MeOH). The product is CC1(OC2=C(CO1)C=C(C=C2)C(CNCCCCCCOCCCCC2=CC=CC=C2)O)C (N-[2-(2,2-dimethyl-4H-benzo[1,3]dioxin-6-yl)-2-hydroxyethyl]-6-(4-phenylbutoxy)hexylamine). Yield: 99.0%. Reaction SMILES: [CH3:1][C:2]1([CH3:43])[O:7][CH2:6][C:5]2[CH:8]=[C:9]([CH:12]([OH:42])[CH2:13][N:14]([CH2:25][CH2:26][CH2:27][CH2:28][CH2:29][CH2:30][O:31][CH2:32][CH2:33][CH2:34][CH2:35][C:36]3[CH:41]=[CH:40][CH:39]=[CH:38][CH:37]=3)C(OCC3C=CC=CC=3)=O)[CH:10]=[CH:11][C:4]=2[O:3]1>CO.[Pd]>[CH3:1][C:2]1([CH3:43])[O:7][CH2:6][C:5]2[CH:8]=[C:9]([CH:12]([OH:42])[CH2:13][NH:14][CH2:25][CH2:26][CH2:27][CH2:28][CH2:29][CH2:30][O:31][CH2:32][CH2:33][CH2:34][CH2:35][C:36]3[CH:37]=[CH:38][CH:39]=[CH:40][CH:41]=3)[CH:10]=[CH:11][C:4]=2[O:3]1. Reported procedure: 0.9 g (1.53 mmol) N-[2-(2,2-dimethyl-4H-benzo[1,3]-dioxin-6-yl)-2-hydroxyethyl]-N-benzyloxycarbonyl-6-(4-phenylbutoxy)hexylamine is hydrogenated with 0.1 g 5% Pd/C in 30 ml MeOH at atmospheric pressure and room temperature. Once 50 ml H2 have been absorbed, the catalyst is filtered off on decalite and the filtrate concentrated to dryness to give 0.69 g (99%) N-[2-(2,2-dimethyl-4H-benzo[1,3]dioxin-6-yl)-2-hydroxyethyl]-6-(4-phenylbutoxy)hexylamine. Starting materials: C[Si](C)(C)CCOCCl, CCOC(C)=O, CCN(C(C)C)C(C)C, COc1nc(C)cnc1NS(=O)(=O)c1cccnc1Cl, CN(C)C=O. Yields the product COc1nc(C)cnc1N(COCC[Si](C)(C)C)S(=O)(=O)c1cccnc1Cl. As a reaction SMILES: [CH3:1][Si:2]([CH2:3][CH2:4][O:5][CH2:6][Cl:7])([CH3:8])[CH3:9].[CH3:39][CH2:40][O:41][C:42](=[O:43])[CH3:44].[CH:30]([N:31]([CH2:32][CH3:33])[CH:34]([CH3:35])[CH3:36])([CH3:37])[CH3:38].[Cl:10][c:11]1[n:12][cH:13][cH:14][cH:15][c:16]1[S:17](=[O:18])(=[O:19])[NH:20][c:21]1[n:22][cH:23][c:24]([CH3:29])[n:25][c:26]1[O:27][CH3:28].[O:45]=[CH:46][N:47]([CH3:48])[CH3:49]>>[CH3:1][Si:2]([CH2:3][CH2:4][O:5][CH2:6][N:20]([S:17]([c:16]1[c:11]([Cl:10])[n:12][cH:13][cH:14][cH:15]1)(=[O:18])=[O:19])[c:21]1[n:22][cH:23][c:24]([CH3:29])[n:25][c:26]1[O:27][CH3:28])([CH3:8])[CH3:9].